Dataset: the Open Reaction Database (ORD), a public repository of structured organic reaction records. Task: describe an organic reaction: reactants, conditions, products, and yield The reactants are O=C(Cl)c1cc(Cl)cnc1Cl, COc1ccc(CN2Cc3c(Oc4ccc(N)cc4F)ccnc3NC2=O)cc1, c1ccncc1. The product is COc1ccc(CN2Cc3c(Oc4ccc(NC(=O)c5cc(Cl)cnc5Cl)cc4F)ccnc3NC2=O)cc1. Reaction SMILES: [Cl:30][c:31]1[n:32][cH:33][c:34]([Cl:40])[cH:35][c:36]1[C:37](=[O:38])[Cl:39].[NH2:1][c:2]1[cH:3][c:4]([F:29])[c:5]([O:6][c:7]2[cH:8][cH:9][n:10][c:11]3[c:16]2[CH2:15][N:14]([CH2:17][c:18]2[cH:19][cH:20][c:21]([O:24][CH3:25])[cH:22][cH:23]2)[C:13](=[O:26])[NH:12]3)[cH:27][cH:28]1.[cH:41]1[cH:42][cH:43][n:44][cH:45][cH:46]1>>[NH:1]([c:2]1[cH:3][c:4]([F:29])[c:5]([O:6][c:7]2[cH:8][cH:9][n:10][c:11]3[c:16]2[CH2:15][N:14]([CH2:17][c:18]2[cH:19][cH:20][c:21]([O:24][CH3:25])[cH:22][cH:23]2)[C:13](=[O:26])[NH:12]3)[cH:27][cH:28]1)[C:37]([c:36]1[c:31]([Cl:30])[n:32][cH:33][c:34]([Cl:40])[cH:35]1)=[O:38]. The reactants are FC1=C(C=CC=C1)[N+](=O)[O-] (o-fluoronitrobenzene), FC1=C(C=CC=C1)[N+](=O)[O-] (o-Fluoronitrobenzene), NC=1SC(=CC1C(=O)OCC)CC (ethyl 2-amino-5-ethylthiophene-3-carboxylate), C([O-])([O-])=O.[K+].[K+] (potassium carbonate). Run in CS(=O)C (dimethylsulphoxide). Reaction conditions: temperature 100 celsius. Yields the product C(C)C1=CC(=C(S1)NC1=C(C=CC=C1)[N+](=O)[O-])C(=O)OCC (Ethyl 5-ethyl-2-(2-nitroanilino)-thiophene-3-carboxylate). As a reaction SMILES: F[C:2]1[CH:7]=[CH:6][CH:5]=[CH:4][C:3]=1[N+:8]([O-:10])=[O:9].[NH2:11][C:12]1[S:13][C:14]([CH2:22][CH3:23])=[CH:15][C:16]=1[C:17]([O:19][CH2:20][CH3:21])=[O:18].C(=O)([O-])[O-].[K+].[K+]>CS(C)=O>[CH2:22]([C:14]1[S:13][C:12]([NH:11][C:2]2[CH:7]=[CH:6][CH:5]=[CH:4][C:3]=2[N+:8]([O-:10])=[O:9])=[C:16]([C:17]([O:19][CH2:20][CH3:21])=[O:18])[CH:15]=1)[CH3:23] |f:2.3.4|. Procedure: o-Fluoronitrobenzene (b 56.4 g, 0.4 mol) and ethyl 2-amino-5-ethylthiophene-3-carboxylate (100 g, 0.5 mol) were dissolved in dry dimethylsulphoxide (320 ml). The stirred solution, under nitrogen, was heated in an oil bath. When the internal temperature reached 60° C., potassium carbonate (55 g, 0.4 mol) was added and the mixture stirred at 100° C. until GLC indicated that all the o-fluoronitrobenzene had been consumed (6.5 hours). The mixture was then poured onto ice-water, acidified with concen... Starting materials: COC(=O)Nc1ccc(C(=O)CBr)cc1, COC(=O)Cl, CCOC(C)=O, [Na+], C1COCCO1, [OH-], O. Yields the product COC(=O)Nc1ccc(C(C)=O)cc1. Reaction SMILES: [Br:1][CH2:2][C:3](=[O:4])[c:5]1[cH:6][cH:7][c:8]([NH:11][C:12]([O:13][CH3:14])=[O:15])[cH:9][cH:10]1.[CH3:24][O:25][C:26]([Cl:27])=[O:28].[CH3:29][CH2:30][O:31][C:32]([CH3:33])=[O:34].[Na+:23].[O:16]1[CH2:17][CH2:18][O:19][CH2:20][CH2:21]1.[OH-:22].[OH2:35]>>[CH3:2][C:3](=[O:4])[c:5]1[cH:6][cH:7][c:8]([NH:11][C:12]([O:13][CH3:14])=[O:15])[cH:9][cH:10]1. Starting materials: C1(=CC=CC=C1)C=1N=C(OC1C1=CC=CC=C1)CP(OC)(OC)=O (dimethyl [(4,5-diphenyl-2-oxazolyl)methyl]phosphonate), crude material, P([O-])([O-])=O (phosphonate), [Na] (Sodium), C(=O)C=1C=C(OCC(=O)OC)C=CC1 (methyl (3-formylphenoxy)acetate), aldehyde. The solvent is CO (methanol). Conditions: time 20 minute. The product is C1(=CC=CC=C1)C=1N=C(OC1C1=CC=CC=C1)C=CC=1C=C(OCC(=O)OC)C=CC1 (methyl [3-[2-(4,5-diphenyl-2-oxazolyl)ethenyl]phenoxy]acetate). Reaction SMILES: [Na].[C:2]1([C:8]2[N:9]=[C:10]([CH2:19]P(=O)(OC)OC)[O:11][C:12]=2[C:13]2[CH:18]=[CH:17][CH:16]=[CH:15][CH:14]=2)[CH:7]=[CH:6][CH:5]=[CH:4][CH:3]=1.[CH:26]([C:28]1[CH:29]=[C:30]([CH:37]=[CH:38][CH:39]=1)[O:31][CH2:32][C:33]([O:35][CH3:36])=[O:34])=O.P(=O)([O-])[O-]>CO>[C:2]1([C:8]2[N:9]=[C:10]([CH:19]=[CH:26][C:28]3[CH:29]=[C:30]([CH:37]=[CH:38][CH:39]=3)[O:31][CH2:32][C:33]([O:35][CH3:36])=[O:34])[O:11][C:12]=2[C:13]2[CH:14]=[CH:15][CH:16]=[CH:17][CH:18]=2)[CH:3]=[CH:4][CH:5]=[CH:6][CH:7]=1 |^1:0|. Reported procedure: Sodium metal (260 mg, 11 mg atom) was dissolved in methanol (50 mL) and dimethyl [(4,5-diphenyl-2-oxazolyl)methyl]phosphonate (3.89 g, 11 mmol) added followed by methyl (3-formylphenoxy)acetate (2 g, 10 mmol). The mixture was stirred at room temperature for 20 minutes before being concentrated and diluted with 2N HCl solution. The mixture was extracted with CH2Cl2, the organic phase dried over sodium sulfate and the solvent evaported to leave a yellow oil. This was combined with the crude materi... Reactants: C(C)(C)(C)OC(N[C@@H](C)C1=NC2=C(N1C=1C=NC=CC1)C=C(C=C2)F)=O ([(S)-1-(6-fluoro-1-pyridin-3-yl-1H-benzoimidazol-2-yl)ethyl]carbamic acid tert-butyl ester). The solvent is C(=O)(C(F)(F)F)O (TFA), C(Cl)Cl (DCM). Product: FC=1C=CC2=C(N(C(=N2)[C@H](C)N)C=2C=NC=CC2)C1 ((S)-1-(6-Fluoro-1-pyridin-3-yl-1H-benzoimidazol-2-yl)ethylamine). Isolated yield 67.1%. RXN SMILES: C(OC(=O)[NH:7][C@H:8]([C:10]1[N:14]([C:15]2[CH:16]=[N:17][CH:18]=[CH:19][CH:20]=2)[C:13]2[CH:21]=[C:22]([F:25])[CH:23]=[CH:24][C:12]=2[N:11]=1)[CH3:9])(C)(C)C>C(O)(C(F)(F)F)=O.C(Cl)Cl>[F:25][C:22]1[CH:23]=[CH:24][C:12]2[N:11]=[C:10]([C@@H:8]([NH2:7])[CH3:9])[N:14]([C:15]3[CH:16]=[N:17][CH:18]=[CH:19][CH:20]=3)[C:13]=2[CH:21]=1. Reported procedure: A solution of [(S)-1-(6-fluoro-1-pyridin-3-yl-1H-benzoimidazol-2-yl)ethyl]carbamic acid tert-butyl ester (292 mg, 0.82 mmol) in TFA (4 mL) and DCM (12 mL) was stirred for 1 h at RT. The reaction mixture was loaded onto an Isolute® SCX-2 cartridge. The cartridge was washed with MeOH, followed by 2M NH3/MeOH. The basic fractions were combined and concentrated in vacuo. The resulting residue was purified by column chromatography (Si—PPC, gradient 0-10% 2M NH3 in MeOH/DCM) to afford the title compou... Reactants: COC(C)(C)C, CS(=O)(=O)OC1CCN(C2CCCC2)CC1, [H-], [Na+], [Na+], CN(C)C=O, [OH-], O, N#CC1(c2ccc(O)cc2)CCOCC1. Yields the product N#CC1(c2ccc(OC3CCN(C4CCCC4)CC3)cc2)CCOCC1. As a reaction SMILES: [C:39]([O:40][CH3:41])([CH3:42])([CH3:43])[CH3:44].[CH:18]1([N:23]2[CH2:24][CH2:25][CH:26]([O:29][S:30]([CH3:31])(=[O:32])=[O:33])[CH2:27][CH2:28]2)[CH2:19][CH2:20][CH2:21][CH2:22]1.[H-:17].[Na+:16].[Na+:47].[O:34]=[CH:35][N:36]([CH3:37])[CH3:38].[OH-:46].[OH2:45].[OH:1][c:2]1[cH:3][cH:4][c:5]([C:8]2([C:14]#[N:15])[CH2:9][CH2:10][O:11][CH2:12][CH2:13]2)[cH:6][cH:7]1>>[O:1]([c:2]1[cH:3][cH:4][c:5]([C:8]2([C:14]#[N:15])[CH2:9][CH2:10][O:11][CH2:12][CH2:13]2)[cH:6][cH:7]1)[CH:26]1[CH2:25][CH2:24][N:23]([CH:18]2[CH2:19][CH2:20][CH2:21][CH2:22]2)[CH2:28][CH2:27]1. Starting materials: CC(C)(C)[O-], Cc1ccccc1, Cn1cc2c(Cl)ccnc2n1, CC(=O)Nc1ccc(Sc2ccc(C)cc2N)cc1, [Na+], O=C(C=Cc1ccccc1)C=Cc1ccccc1, O=C(C=Cc1ccccc1)C=Cc1ccccc1, O=C(C=Cc1ccccc1)C=Cc1ccccc1, [Pd], [Pd]. Yields the product CC(=O)Nc1ccc(Sc2ccc(C)cc2Nc2ccnc3nn(C)cc23)cc1. As a reaction SMILES: [CH3:31][C:32]([CH3:33])([O-:34])[CH3:35].[CH3:37][c:38]1[cH:39][cH:40][cH:41][cH:42][cH:43]1.[Cl:1][c:2]1[c:3]2[c:4]([n:5][cH:6][cH:7]1)[n:8][n:9]([CH3:11])[cH:10]2.[NH2:12][c:13]1[c:14]([S:20][c:21]2[cH:22][cH:23][c:24]([NH:27][C:28]([CH3:29])=[O:30])[cH:25][cH:26]2)[cH:15][cH:16][c:17]([CH3:19])[cH:18]1.[Na+:36].[O:46]=[C:47]([CH:48]=[CH:49][c:50]1[cH:51][cH:52][cH:53][cH:54][cH:55]1)[CH:56]=[CH:57][c:58]1[cH:59][cH:60][cH:61][cH:62][cH:63]1.[O:64]=[C:65]([CH:66]=[CH:67][c:68]1[cH:69][cH:70][cH:71][cH:72][cH:73]1)[CH:74]=[CH:75][c:76]1[cH:77][cH:78][cH:79][cH:80][cH:81]1.[O:82]=[C:83]([CH:84]=[CH:85][c:86]1[cH:87][cH:88][cH:89][cH:90][cH:91]1)[CH:92]=[CH:93][c:94]1[cH:95][cH:96][cH:97][cH:98][cH:99]1.[Pd:44].[Pd:45]>>[c:2]1([NH:12][c:13]2[c:14]([S:20][c:21]3[cH:22][cH:23][c:24]([NH:27][C:28]([CH3:29])=[O:30])[cH:25][cH:26]3)[cH:15][cH:16][c:17]([CH3:19])[cH:18]2)[c:3]2[c:4]([n:5][cH:6][cH:7]1)[n:8][n:9]([CH3:11])[cH:10]2.